From a dataset of the Open Reaction Database (ORD), a public repository of structured organic reaction records. describe an organic reaction: reactants, conditions, products, and yield The reactants are [N+](=O)([O-])C1=CC=C(C=C1)C(C(=O)OC1(CCCCC1)C)C (1-methylcyclohexyl 2-(p-nitrophenyl)-propionate), [H][H] (hydrogen). Reagents/catalysts: [Pd] (palladium on carbon). The solvent is petroleum ether, C(C)O (ethanol). The product is NC1=CC=C(C=C1)C(C(=O)OC1(CCCCC1)C)C (1-methylcyclohexyl 2-(p-aminophenyl)-propionate). Isolated yield 67.1%. RXN SMILES: [N+:1]([C:4]1[CH:9]=[CH:8][C:7]([CH:10]([CH3:21])[C:11]([O:13][C:14]2([CH3:20])[CH2:19][CH2:18][CH2:17][CH2:16][CH2:15]2)=[O:12])=[CH:6][CH:5]=1)([O-])=O.[H][H]>C(O)C.[Pd]>[NH2:1][C:4]1[CH:9]=[CH:8][C:7]([CH:10]([CH3:21])[C:11]([O:13][C:14]2([CH3:20])[CH2:19][CH2:18][CH2:17][CH2:16][CH2:15]2)=[O:12])=[CH:6][CH:5]=1. Procedure: A stirred solution of 34.9 g of 1-methylcyclohexyl 2-(p-nitrophenyl)-propionate in 250 ml of absolute ethanol was hydrogenated at atmospheric pressure in the presence of 10% palladium on carbon catalyst. After the uptake of hydrogen gas was complete, the catalyst was filtered off through celite and the filtrate was evaporated to dryness. Trituration of the residue with petroleum ether gave 21.02 g (67% yield) of 1-methylcyclohexyl 2-(p-aminophenyl)-propionate as creamy white crystals melting at ... The reactants are C1(=CC=CC=C1)C1=CC=CC(=N1)C=1C=C(C(=O)OC)C=CC1 (Methyl 3-(6-phenyl-pyridin-2-yl)-benzoate), [OH-].[Na+] (sodium hydroxide). Yields the product C1(=CC=CC=C1)C1=CC=CC(=N1)C=1C=C(C(=O)O)C=CC1 (3-(6-Phenyl-pyridin-2-yl)-benzoic acid). Reaction SMILES: [C:1]1([C:7]2[N:12]=[C:11]([C:13]3[CH:14]=[C:15]([CH:20]=[CH:21][CH:22]=3)[C:16]([O:18]C)=[O:17])[CH:10]=[CH:9][CH:8]=2)[CH:6]=[CH:5][CH:4]=[CH:3][CH:2]=1.[OH-].[Na+]>>[C:1]1([C:7]2[N:12]=[C:11]([C:13]3[CH:14]=[C:15]([CH:20]=[CH:21][CH:22]=3)[C:16]([OH:18])=[O:17])[CH:10]=[CH:9][CH:8]=2)[CH:2]=[CH:3][CH:4]=[CH:5][CH:6]=1 |f:1.2|. Procedure: Part C. Methyl 3-(6-phenyl-pyridin-2-yl)-benzoate is saponified using sodium hydroxide, and workup afforded the acid title product. MS (ES+): m/e 276 (100). The reactants are C(C)SCC1CCCCC=2N1C(ON2)=O (5-[(ethylthio)methyl]-6,7,8,9-tetrahydro-3H,5H-[1,2,4]oxadiazolo[4,3-a]azepin-3-one), C1=CC(=CC(=C1)Cl)C(=O)OO (MCPBA), title material. Run in C(Cl)Cl (CH2Cl2). The product is C(C)S(=O)CC1CCCCC=2N1C(ON2)=O (5-[(ethylsulfinyl)methyl]-6,7,8,9-tetrahydro-3H,5H-[1,2,4]oxadiazolo[4,3-a]azepin-3-one). RXN SMILES: [CH2:1]([S:3][CH2:4][CH:5]1[N:11]2[C:12](=[O:15])[O:13][N:14]=[C:10]2[CH2:9][CH2:8][CH2:7][CH2:6]1)[CH3:2].C1C=C(Cl)C=C(C(OO)=[O:24])C=1>C(Cl)Cl>[CH2:1]([S:3]([CH2:4][CH:5]1[N:11]2[C:12](=[O:15])[O:13][N:14]=[C:10]2[CH2:9][CH2:8][CH2:7][CH2:6]1)=[O:24])[CH3:2]. Procedure details: The product of Example 38 is reacted with one equivalent of MCPBA in CH2Cl2 to generate the title material.